From a dataset of the Open Reaction Database (ORD), a public repository of structured organic reaction records. describe an organic reaction: reactants, conditions, products, and yield Reactants: C(C)(=O)OCC (ethyl acetate), FC1=C(C=CC(=C1)F)N1C=C(C(C2=CC(=C(N=C12)SC1=CC=CC=C1)F)=O)C(=O)OCC (ethyl 1-(2,4-difluorophenyl)-6-fluoro-1,4-dihydro-4-oxo-7-phenylthio-1,8-naphthyridine-3-carboxylate), Cl (hydrochloric acid), N1CCNCC1 (piperazine). Solvent: O (water), CN(C=O)C (N,N-dimethylformamide), C(C)OCC (diethyl ether). Product: FC1=C(C=CC(=C1)F)N1C=C(C(C2=CC(=C(N=C12)N1CCNCC1)F)=O)C(=O)OCC (ethyl 1-(2,4-difluorophenyl)-6-fluoro-1,4-dihydro-4-oxo-7-(1-piperazinyl)-1,8-naphthyridine-3-carboxylate). The yield is 60.7%. RXN SMILES: [F:1][C:2]1[CH:7]=[C:6]([F:8])[CH:5]=[CH:4][C:3]=1[N:9]1[C:18]2[C:13](=[CH:14][C:15]([F:26])=[C:16](SC3C=CC=CC=3)[N:17]=2)[C:12](=[O:27])[C:11]([C:28]([O:30][CH2:31][CH3:32])=[O:29])=[CH:10]1.[NH:33]1[CH2:38][CH2:37][NH:36][CH2:35][CH2:34]1.C(OCC)(=O)C.Cl>CN(C)C=O.C(OCC)C.O>[F:1][C:2]1[CH:7]=[C:6]([F:8])[CH:5]=[CH:4][C:3]=1[N:9]1[C:18]2[C:13](=[CH:14][C:15]([F:26])=[C:16]([N:33]3[CH2:38][CH2:37][NH:36][CH2:35][CH2:34]3)[N:17]=2)[C:12](=[O:27])[C:11]([C:28]([O:30][CH2:31][CH3:32])=[O:29])=[CH:10]1. Procedure: In 12 ml of N,N-dimethylformamide were suspended 400 mg of ethyl 1-(2,4-difluorophenyl)-6-fluoro-1,4-dihydro-4-oxo-7-phenylthio-1,8-naphthyridine-3-carboxylate and 380 mg of anhydrous piperazine, and the resulting suspension was subjected to reaction at 95° to 100° C. for 6 hours. Subsequently, the solvent was removed by distillation under reduced pressure, and to the residue thus obtained were added 10 ml of ethyl acetate and 30 ml of water, after which the pH thereof was adjusted to 0.5 with 6... Reaction SMILES: [CH3:43][OH:44].[CH3:7][O:8][c:9]1[cH:10][c:11]2[c:12]([c:13](-[c:16]3[c:17]([CH3:40])[n:18]([S:30]([c:31]4[cH:32][cH:33][c:34]([CH3:35])[cH:36][cH:37]4)(=[O:38])=[O:39])[c:19]4[cH:20][c:21]([O:25][C:26]([F:27])([F:28])[F:29])[cH:22][cH:23][c:24]34)[n:14][o:15]2)[cH:41][cH:42]1.[K+:1].[K+:2].[O-:3][C:4]([O-:5])=[O:6]>>[CH3:7][O:8][c:9]1[cH:10][c:11]2[c:12]([c:13](-[c:16]3[c:17]([CH3:40])[nH:18][c:19]4[cH:20][c:21]([O:25][C:26]([F:27])([F:28])[F:29])[cH:22][cH:23][c:24]34)[n:14][o:15]2)[cH:41][cH:42]1. The product is COc1ccc2c(-c3c(C)[nH]c4cc(OC(F)(F)F)ccc34)noc2c1. Starting materials: CO, COc1ccc2c(-c3c(C)n(S(=O)(=O)c4ccc(C)cc4)c4cc(OC(F)(F)F)ccc34)noc2c1, [K+], [K+], O=C([O-])[O-].